describe an organic reaction: reactants, conditions, products, and yield From a dataset of the Open Reaction Database (ORD), a public repository of structured organic reaction records. Reactants: ClCCl, C[Al](C)C, COC(=O)Nc1nc(OC)cc(OC)n1, Cc1ccccc1, NS(=O)(=O)c1nc(Cl)cs1, Cl. The product is COc1cc(OC)nc(NC(=O)NS(=O)(=O)c2nc(Cl)cs2)n1. RXN SMILES: [CH2:31]([Cl:32])[Cl:33].[CH3:11][Al:12]([CH3:13])[CH3:14].[CH3:15][O:16][c:17]1[n:18][c:19]([NH:25][C:26]([O:27][CH3:29])=[O:28])[n:20][c:21]([O:23][CH3:24])[cH:22]1.[CH3:34][c:35]1[cH:36][cH:37][cH:38][cH:39][cH:40]1.[Cl:1][c:2]1[n:3][c:4]([S:7](=[O:8])(=[O:9])[NH2:10])[s:5][cH:6]1.[ClH:30]>>[Cl:1][c:2]1[n:3][c:4]([S:7](=[O:8])(=[O:9])[NH:10][C:26]([NH:25][c:19]2[n:18][c:17]([O:16][CH3:15])[cH:22][c:21]([O:23][CH3:24])[n:20]2)=[O:27])[s:5][cH:6]1. Starting materials: Cl.C(C)OC(C1=CC=C(C=C1)[C@@]1(N(C(N(C1=O)CC(=O)OC)=O)C)C)=N (methyl (S)-(4-(4-(ethoxy-imino-methyl)phenyl)-3,4-dimethyl-2,5-dioxoimidazolidin-1-yl)acetate hydrochloride), C(C)OCC (diethyl ether), solution, N (ammonia). Run in C(C)(C)O (isopropanol), C(C)(C)O (isopropanol). Reaction conditions: temperature 50 celsius, time 2.5 hour. Product: Cl.NC(C1=CC=C(C=C1)[C@@]1(N(C(N(C1=O)CC(=O)OC)=O)C)C)=N (Methyl (S)-(4-(4-(amino-imino-methyl)phenyl)-3,4-dimethyl-2,5-dioxo-imidazolidin-1-yl)acetate hydrochloride). As a reaction SMILES: [ClH:1].C(O[C:5](=[NH:26])[C:6]1[CH:11]=[CH:10][C:9]([C@@:12]2([CH3:25])[C:16](=[O:17])[N:15]([CH2:18][C:19]([O:21][CH3:22])=[O:20])[C:14](=[O:23])[N:13]2[CH3:24])=[CH:8][CH:7]=1)C.[NH3:27].C(OCC)C>C(O)(C)C>[ClH:1].[NH2:27][C:5](=[NH:26])[C:6]1[CH:11]=[CH:10][C:9]([C@@:12]2([CH3:25])[C:16](=[O:17])[N:15]([CH2:18][C:19]([O:21][CH3:22])=[O:20])[C:14](=[O:23])[N:13]2[CH3:24])=[CH:8][CH:7]=1 |f:0.1,5.6|. Procedure details: 2.26 g of methyl (S)-(4-(4-(ethoxy-imino-methyl)phenyl)-3,4-dimethyl-2,5-dioxoimidazolidin-1-yl)acetate hydrochloride (6.4 mmol) were suspended in 25 ml of isopropanol and treated with 7.2 ml of a 2N solution of ammonia in isopropanol. The reaction mixture was stirred at 50° C. for 2.5 hours. The mixture was cooled and then treated with 200 ml of diethyl ether. The precipitate was filtered off with suction and dried in a high vacuum. Reactants: C(C)OC(=O)C1=C(N=C(S1)C1=CC=C(C=C1)Cl)C (2-(4-chloro-phenyl)-4-methyl-thiazole-5-carboxylic acid ethyl ester), BrN1C(CCC1=O)=O (N-bromosuccinimide). Reagents/catalysts: C(C1=CC=CC=C1)(=O)OOC(C1=CC=CC=C1)=O (benzoyl peroxide). The solvent is C(Cl)(Cl)(Cl)Cl (carbon tetrachloride). Product: C(C)OC(=O)C1=C(N=C(S1)C1=CC=C(C=C1)Cl)CBr (4-Bromomethyl-2-(4-chloro-phenyl)-thiazole-5-carboxylic acid ethyl ester). Yield: 100.9%. Reaction SMILES: [CH2:1]([O:3][C:4]([C:6]1[S:10][C:9]([C:11]2[CH:16]=[CH:15][C:14]([Cl:17])=[CH:13][CH:12]=2)=[N:8][C:7]=1[CH3:18])=[O:5])[CH3:2].[Br:19]N1C(=O)CCC1=O>C(Cl)(Cl)(Cl)Cl.C(OOC(=O)C1C=CC=CC=1)(=O)C1C=CC=CC=1>[CH2:1]([O:3][C:4]([C:6]1[S:10][C:9]([C:11]2[CH:12]=[CH:13][C:14]([Cl:17])=[CH:15][CH:16]=2)=[N:8][C:7]=1[CH2:18][Br:19])=[O:5])[CH3:2]. Procedure details: A mixture of 2-(4-chloro-phenyl)-4-methyl-thiazole-5-carboxylic acid ethyl ester (2.50 g, 8.88 mmol), N-bromosuccinimide (2.13 g, 12.0 mmol) and benzoyl peroxide (150 mg, 0.62 mmol) in carbon tetrachloride (50 mL) was refluxed for 24 h before it was cooled to room temperature and partitioned between dichloromethane and water. The organic layer was washed with saturated aqueous sodium bicarbonate solution, brine, dried over anhydrous sodium sulfate and concentrated in vacuo to give the title comp... Starting materials: ClC1=NC=NC(=C1)Cl (4,6-dichloropyrimidine), C(CO)O (ethylene glycol), [H-].[Na+] (sodium hydride). Solvent: O1CCCC1 (tetrahydrofuran). Reaction conditions: time 2 hour. The product is ClC1=CC(=NC=N1)OCCO (2-(6-chloropyrimidin-4-yloxy)ethanol). Reaction SMILES: [Cl:1][C:2]1[CH:7]=[C:6](Cl)[N:5]=[CH:4][N:3]=1.[CH2:9]([OH:12])[CH2:10][OH:11].[H-].[Na+]>O1CCCC1>[Cl:1][C:2]1[N:3]=[CH:4][N:5]=[C:6]([O:11][CH2:10][CH2:9][OH:12])[CH:7]=1 |f:2.3|. Procedure details: To a mixture of 4,6-dichloropyrimidine (5.0 g), ethylene glycol (100 ml) and tetrahydrofuran (100 ml)is added sodium hydride (60% dispersion-type, 1.34 g) under ice-cooling. The mixture is stirred at the same temperature for two hours, and evaporated to remove the solvent. The residue is extracted with ethyl acetate, and the ethyl acetate extract is dried, and concentrated under reduced pressure. The residue is purified by silica gel column chromatography (solvent; chloroform/ethyl acetate=5:1~2... Starting materials: CC1(OCCO1)C1=CC=C(C=C1)CC=C(C)C (2-methyl-2-(p-prenylphenyl)-1,3-dioxolane), Cl (hydrochloric acid), CC(=O)C (acetone), C(O)([O-])=O.[Na+] (sodium hydrogen carbonate). Run in O (water). Yields the product C(C=C(C)C)C1=CC=C(C=C1)C(C)=O (p-prenylacetophenone). The yield is 97.6%. Reaction SMILES: [CH3:1][C:2]1([C:7]2[CH:12]=[CH:11][C:10]([CH2:13][CH:14]=[C:15]([CH3:17])[CH3:16])=[CH:9][CH:8]=2)OCC[O:3]1.Cl.CC(C)=O.C(=O)([O-])O.[Na+]>O>[CH2:13]([C:10]1[CH:9]=[CH:8][C:7]([C:2](=[O:3])[CH3:1])=[CH:12][CH:11]=1)[CH:14]=[C:15]([CH3:17])[CH3:16] |f:3.4|. Procedure details: A solution of 69.0 g of 2-methyl-2-(p-prenylphenyl)-1,3-dioxolane, 8 ml of 6 N hydrochloric acid and 400 ml of acetone was stirred at room temperature for 3 hours. A solution of 5.0 g of sodium hydrogen carbonate and 200 ml of water was added to the solution, which was extracted with ethyl ether after removal of the acetone. The ethereal solution was washed with water, dried, concentrated and distilled to give 54.6 g of p-prenylacetophenone, b.p. 110-112 °C/0.05 mmHg. Reactants: Cl.N(C(=N)N)\N=C\[C@@H]1[C@]2(C)[C@](CC1)([C@@H]1CC[C@@H]3C[C@H](CC[C@]3(C)[C@H]1CC2)O)O ((E)-17β-guanidinoiminomethyl-5β-androstane-3β,14β-diol hydrochloride). The reagents and catalysts are [Pt](=O)=O (platinum dioxide). Run in C(C)O (ethanol). Conditions: time 8 hour. Yields the product C(N)(=N)NNC[C@@H]1[C@]2(C)[C@](CC1)([C@@H]1CC[C@@H]3C[C@H](CC[C@]3(C)[C@H]1CC2)O)O (17β-[2-(Amidino)]hydrazinomethyl-5β-androstane-3β,14β-diol). Isolated yield 65.5%. RXN SMILES: Cl.[NH:2](/[N:6]=[CH:7]/[C@H:8]1[CH2:13][CH2:12][C@:11]2([OH:28])[C@H:14]3[C@H:24]([CH2:25][CH2:26][C@:9]12[CH3:10])[C@:22]1([CH3:23])[C@@H:17]([CH2:18][C@@H:19]([OH:27])[CH2:20][CH2:21]1)[CH2:16][CH2:15]3)[C:3]([NH2:5])=[NH:4]>C(O)C.[Pt](=O)=O>[C:3]([NH:2][NH:6][CH2:7][C@H:8]1[CH2:13][CH2:12][C@:11]2([OH:28])[C@H:14]3[C@H:24]([CH2:25][CH2:26][C@:9]12[CH3:10])[C@:22]1([CH3:23])[C@@H:17]([CH2:18][C@@H:19]([OH:27])[CH2:20][CH2:21]1)[CH2:16][CH2:15]3)(=[NH:4])[NH2:5] |f:0.1|. Reported procedure: A mixture of 0.50 g of (E)-17β-guanidinoiminomethyl-5β-androstane-3β,14β-diol hydrochloride (prepared following the procedure described in DE 4,227,626 for similar compounds) and 0.40 g of platinum dioxide in 25 ml of ethanol was hydrogenated at 4.2 atm and room temperature for 8 hrs under shaking. The mixture was filtered and the solution evaporated under reduced pressure. The residue was cristallized from ethanol/ethyl acetate to give 0.30 g of the title compound (I-aa) as a white solid, hydro... The reactants are C(C)(C)(C)OC(=O)N1CCC(CC1)\C=C\C1=CC=C2C(=NN(C2=C1)CC1=CC(=C(C=C1)Cl)Cl)C1CCN(CC1)CC(=O)OC(C)(C)C (4-{2-[3-(1-Tert-butoxycarbonylmethyl-piperidin-4-yl)-1-(3,4-dichloro-benzyl)-1H-indazol-6-yl]-(E)-vinyl}-piperidine-1-carboxylic acid tert-butyl ester), FC(C(=O)O)(F)F (trifluoroacetic acid). Yields the product FC(C(=O)O)(F)F.ClC=1C=C(CN2N=C(C3=CC=C(C=C23)\C=C\C2CCNCC2)C2CCN(CC2)CC(=O)O)C=CC1Cl ({4-[1-(3,4-Dichloro-benzyl)-6-(2-piperidin-4-yl-(E)-vinyl)-1H-indazol-3-yl]-piperidin-1-yl}-acetic acid trifluoroacetate). Yield: 74.0%. Reaction SMILES: C(OC([N:8]1[CH2:13][CH2:12][CH:11](/[CH:14]=[CH:15]/[C:16]2[CH:24]=[C:23]3[C:19]([C:20]([CH:34]4[CH2:39][CH2:38][N:37]([CH2:40][C:41]([O:43]C(C)(C)C)=[O:42])[CH2:36][CH2:35]4)=[N:21][N:22]3[CH2:25][C:26]3[CH:31]=[CH:30][C:29]([Cl:32])=[C:28]([Cl:33])[CH:27]=3)=[CH:18][CH:17]=2)[CH2:10][CH2:9]1)=O)(C)(C)C.[F:48][C:49]([F:54])([F:53])[C:50]([OH:52])=[O:51]>>[F:48][C:49]([F:54])([F:53])[C:50]([OH:52])=[O:51].[Cl:33][C:28]1[CH:27]=[C:26]([CH:31]=[CH:30][C:29]=1[Cl:32])[CH2:25][N:22]1[C:23]2[C:19](=[CH:18][CH:17]=[C:16](/[CH:15]=[CH:14]/[CH:11]3[CH2:12][CH2:13][NH:8][CH2:9][CH2:10]3)[CH:24]=2)[C:20]([CH:34]2[CH2:35][CH2:36][N:37]([CH2:40][C:41]([OH:43])=[O:42])[CH2:38][CH2:39]2)=[N:21]1 |f:2.3|. Procedure: 4-{2-[3-(1-Tert-butoxycarbonylmethyl-piperidin-4-yl)-1-(3,4-dichloro-benzyl)-1H-indazol-6-yl]-(E)-vinyl}-piperidine-1-carboxylic acid tert-butyl ester (110 mg; 0.161 mmol) was stirred at 23° in trifluoroacetic acid (4 ml) under nitrogen for 5 h. The solvent was evaporated in vacuo and the residue triturated with dry ether to give the title compound as a white solid (90 mg; 74%). Reaction SMILES: [CH2:24]1[O:25][CH2:26][CH2:27][CH2:28]1.[CH3:29][CH2:30][OH:31].[ClH:23].[N:1]1([C:12](=[O:13])[O:14][c:15]2[cH:16][n:17][cH:18][cH:19][cH:20]2)[CH2:2][CH2:3][CH:4]([C:7](=[O:8])[O:9][CH2:10][CH3:11])[CH2:5][CH2:6]1.[Na+:22].[OH-:21]>>[N:1]1([C:12](=[O:13])[O:14][c:15]2[cH:16][n:17][cH:18][cH:19][cH:20]2)[CH2:2][CH2:3][CH:4]([C:7](=[O:8])[OH:9])[CH2:5][CH2:6]1. Product: O=C(O)C1CCN(C(=O)Oc2cccnc2)CC1. Reactants: C1CCOC1, CCO, Cl, CCOC(=O)C1CCN(C(=O)Oc2cccnc2)CC1, [Na+], [OH-].